From a dataset of the Open Reaction Database (ORD), a public repository of structured organic reaction records. describe an organic reaction: reactants, conditions, products, and yield Starting materials: C(C)(=O)Cl (acetyl chloride), C(#N)C=1C=NC=CC1 (3-cyanopyridine), C(C)O (ethanol). The solvent is C(Cl)(Cl)Cl (chloroform), C(Cl)(Cl)Cl (chloroform). Run at time 30 minute. Product: Cl.Cl.N1=CC(=CC=C1)C(OCC)=N (ethyl 3-pyridinecarboximidate dihydrochloride). The yield is 92.0%. Reaction SMILES: [CH2:1]([OH:3])[CH3:2].C([Cl:7])(=O)C.[C:8]([C:10]1[CH:11]=[N:12][CH:13]=[CH:14][CH:15]=1)#[N:9]>C(Cl)(Cl)Cl>[ClH:7].[ClH:7].[N:12]1[CH:13]=[CH:14][CH:15]=[C:10]([C:8](=[NH:9])[O:3][CH2:1][CH3:2])[CH:11]=1 |f:4.5.6|. Procedure: To a mixture of chloroform (100 mL) and ethanol (200 mL) was added dropwise acetyl chloride (190 mL, 2.67 mol) under ice-cooling over 1 h. The resulting solution was stirred at oec for 30 min, whereafter a solution of 3-cyanopyridine (25.5 g, 245 mmol) in chloroform (300 mL) was added dropwise over 1.5 h. After stirring at room temperature for 17 h, precipitates were collected by filtration, washed with chloroform, and dried in vacuo to give 50.5 g (92%) of ethyl 3-pyridinecarboximidate dihydroc... Starting materials: Cc1ncsc1C(=O)NCc1ccccc1, C[Si](C)(C)[N-][Si](C)(C)C, CN(C)C=O, [Li+], C1CCOC1. The product is Cc1nc(C=O)sc1C(=O)NCc1ccccc1. RXN SMILES: [CH2:1]([c:2]1[cH:3][cH:4][cH:5][cH:6][cH:7]1)[NH:8][C:9](=[O:10])[c:11]1[c:12]([CH3:16])[n:13][cH:14][s:15]1.[CH3:17][Si:18]([N-:19][Si:20]([CH3:21])([CH3:22])[CH3:23])([CH3:24])[CH3:25].[CH3:27][N:28]([CH:29]=[O:30])[CH3:31].[Li+:26].[O:32]1[CH2:33][CH2:34][CH2:35][CH2:36]1>>[CH2:1]([c:2]1[cH:3][cH:4][cH:5][cH:6][cH:7]1)[NH:8][C:9](=[O:10])[c:11]1[c:12]([CH3:16])[n:13][c:14]([CH:29]=[O:30])[s:15]1.